Dataset: the Open Reaction Database (ORD), a public repository of structured organic reaction records. Task: describe an organic reaction: reactants, conditions, products, and yield Reactants: N1=C(C=CC=C1)C (2-picoline), solution, C(CCC)[Li] (n-butyllithium), hexanes, solution, OS(=O)(=O)[O-].[Na+] (NaHSO4), C(C)(C)(C)OC(N[C@H](CC1=C(C=CC=C1)F)C(N(C)OC)=O)=O ([(R)-2-(2-fluoro-phenyl)-1-(methoxy-methyl-carbamoyl)-ethyl]-carbamic acid tert-butyl ester). The solvent is C1CCOC1 (THF), O (water), C1CCOC1 (THF). Run at temperature 15 celsius. The product is C(C)(C)(C)OC(N[C@@H](C(CC1=NC=CC=C1)=O)CC1=C(C=CC=C1)F)=O ([(R)-1-(2-Fluoro-benzyl)-2-oxo-3-pyridin-2-yl-propyl]-carbamic acid tert-butyl ester). RXN SMILES: [N:1]1[CH:6]=[CH:5][CH:4]=[CH:3][C:2]=1[CH3:7].C([Li])CCC.[C:13]([O:17][C:18](=[O:35])[NH:19][C@@H:20]([C:29](=[O:34])N(OC)C)[CH2:21][C:22]1[CH:27]=[CH:26][CH:25]=[CH:24][C:23]=1[F:28])([CH3:16])([CH3:15])[CH3:14].OS([O-])(=O)=O.[Na+]>C1COCC1.O>[C:13]([O:17][C:18](=[O:35])[NH:19][C@H:20]([CH2:21][C:22]1[CH:27]=[CH:26][CH:25]=[CH:24][C:23]=1[F:28])[C:29](=[O:34])[CH2:7][C:2]1[CH:3]=[CH:4][CH:5]=[CH:6][N:1]=1)([CH3:16])([CH3:14])[CH3:15] |f:3.4|. Reported procedure: To a solution of 2-picoline (0.54 mL, 5.5 mmol) in 20 mL of THF at −52° C. is slowly added a 1.5 M solution of n-butyllithium in hexanes (3.6 mL, 5.5 mmol). The reaction is then warmed to 15° C. and is then immediately re-cooled to −52° C. To the reaction is added a solution of [(R)-2-(2-fluoro-phenyl)-1-(methoxy-methyl-carbamoyl)-ethyl]-carbamic acid tert-butyl ester (0.6 g, 1.8 mmol) in 4 mL of THF. The reaction is then is poured into 8 mL of a 2M solution of NaHSO4 in water. The solution is a... The reactants are O (water), OC=1NC2=C(N1)C=CC=C2 (2-hydroxy benzimidazole), P(=O)(Cl)(Cl)Cl (phosphorus oxychloride), [OH-].[Na+] (sodium hydroxide). Reaction conditions: time 6 hour. The product is ClC=1NC2=C(N1)C=CC=C2 (2-chlorobenzimidazole). RXN SMILES: O[C:2]1[NH:3][C:4]2[CH:10]=[CH:9][CH:8]=[CH:7][C:5]=2[N:6]=1.O.[OH-].[Na+].P(Cl)(Cl)([Cl:16])=O>>[Cl:16][C:2]1[NH:3][C:4]2[CH:10]=[CH:9][CH:8]=[CH:7][C:5]=2[N:6]=1 |f:2.3|. Reported procedure: A solution of 2-hydroxy benzimidazole (40.2 g) in 93 ml phosphorus oxychloride is heated to reflux under stirring for 6 hours. After achievement of the reaction the solution is let to revert to -10° C. and hydrolysed with 100 g crushed ice and 100 ml iced water. They are slowly added 249 ml sodium hydroxide 10N to get a neutral pH value. The precipitated product is filtered, washed with the minimal amount of water. The crystals are taken up in hot ethanol. After cooling, the alcoholic juice are ... Reactants: C(C)OC(=O)C=1NC2=CC=C(C=C2C1)C1=CC=C(C=C1)OC(C)C (5-(4-isopropoxyphenyl)indole-2-carboxylic acid ethyl ester), ClC1=NC=C(C=C1)COCC (2-chloro-5-(ethoxymethyl)pyridine). The product is C(C)OCC=1C=CC(=NC1)N1C(=CC2=CC(=CC=C12)C1=CC=C(C=C1)OC(C)C)C(=O)O (1-(5-(Ethoxymethyl)pyrid-2-yl)-5-(4-isopropoxyphenyl)indole-2-carboxylic acid). As a reaction SMILES: C([O:3][C:4]([C:6]1[NH:7][C:8]2[C:13]([CH:14]=1)=[CH:12][C:11]([C:15]1[CH:20]=[CH:19][C:18]([O:21][CH:22]([CH3:24])[CH3:23])=[CH:17][CH:16]=1)=[CH:10][CH:9]=2)=[O:5])C.Cl[C:26]1[CH:31]=[CH:30][C:29]([CH2:32][O:33][CH2:34][CH3:35])=[CH:28][N:27]=1>>[CH2:34]([O:33][CH2:32][C:29]1[CH:30]=[CH:31][C:26]([N:7]2[C:8]3[C:13](=[CH:12][C:11]([C:15]4[CH:16]=[CH:17][C:18]([O:21][CH:22]([CH3:23])[CH3:24])=[CH:19][CH:20]=4)=[CH:10][CH:9]=3)[CH:14]=[C:6]2[C:4]([OH:3])=[O:5])=[N:27][CH:28]=1)[CH3:35]. Procedure details: The title compound was prepared in accordance with Example 10 using 5-(4-isopropoxyphenyl)indole-2-carboxylic acid ethyl ester and 2-chloro-5-(ethoxymethyl)pyridine. The reactants are FC(C(=O)O)(F)F.O1CCN(CC1)CCN(S(=O)(=O)C)C=1C=C2C(C(N(C2=CC1)CC(=O)O)=O)=O (2-(5-(N-(2-morpholinoethyl)methylsulfonamido)-2,3-dioxoindolin-1-yl)acetic acid 2,2,2-trifluoroacetic acid salt), ClC=1C=[N+](C=C(C1C[C@H](O)C1=CC(=C(C=C1)OC(F)F)OCC1CC1)Cl)[O-] ((S)-3,5-dichloro-4-(2-(3-(cyclopropylmethoxy)-4-(difluoromethoxy)phenyl)-2-hydroxyethyl)pyridine 1-oxide), C(CCl)Cl (EDC). Reagents/catalysts: CN(C)C=1C=CN=CC1 (DMAP). Run in C(Cl)Cl (DCM), C(Cl)Cl (DCM). Reaction conditions: time 3 day. Product: ClC=1C=[N+](C=C(C1C[C@H](OC(CN1C(C(C2=CC(=CC=C12)N(S(=O)(=O)C)CCN1CCOCC1)=O)=O)=O)C1=CC(=C(C=C1)OC(F)F)OCC1CC1)Cl)[O-] ((S)-3,5-dichloro-4-(2-(3-(cyclopropylmethoxy)-4-(difluoromethoxy)phenyl)-2-(2-(5-(N-(2-morpholinoethyl)methylsulfonamido)-2,3-dioxoindolin-1-yl)acetoxy)ethyl)pyridine 1-oxide). Isolated yield 34.3%. RXN SMILES: FC(F)(F)C(O)=O.[O:8]1[CH2:13][CH2:12][N:11]([CH2:14][CH2:15][N:16]([C:21]2[CH:22]=[C:23]3[C:27](=[CH:28][CH:29]=2)[N:26]([CH2:30][C:31]([OH:33])=[O:32])[C:25](=[O:34])[C:24]3=[O:35])[S:17]([CH3:20])(=[O:19])=[O:18])[CH2:10][CH2:9]1.[Cl:36][C:37]1[CH:38]=[N+:39]([O-:62])[CH:40]=[C:41]([Cl:61])[C:42]=1[CH2:43][C@@H:44]([C:46]1[CH:51]=[CH:50][C:49]([O:52][CH:53]([F:55])[F:54])=[C:48]([O:56][CH2:57][CH:58]2[CH2:60][CH2:59]2)[CH:47]=1)O.C(Cl)CCl>CN(C1C=CN=CC=1)C.C(Cl)Cl>[Cl:36][C:37]1[CH:38]=[N+:39]([O-:62])[CH:40]=[C:41]([Cl:61])[C:42]=1[CH2:43][C@@H:44]([C:46]1[CH:51]=[CH:50][C:49]([O:52][CH:53]([F:55])[F:54])=[C:48]([O:56][CH2:57][CH:58]2[CH2:60][CH2:59]2)[CH:47]=1)[O:32][C:31](=[O:33])[CH2:30][N:26]1[C:27]2[C:23](=[CH:22][C:21]([N:16]([CH2:15][CH2:14][N:11]3[CH2:12][CH2:13][O:8][CH2:9][CH2:10]3)[S:17]([CH3:20])(=[O:19])=[O:18])=[CH:29][CH:28]=2)[C:24](=[O:35])[C:25]1=[O:34] |f:0.1|. Procedure: A mixture of 2-(5-(N-(2-morpholinoethyl)methylsulfonamido)-2,3-dioxoindolin-1-yl)acetic acid 2,2,2-trifluoroacetic acid salt (0.319 g, 0.607 mmol), (S)-3,5-dichloro-4-(2-(3-(cyclopropylmethoxy)-4-(difluoromethoxy)phenyl)-2-hydroxyethyl)pyridine 1-oxide (0.170 g, 0.405 mmol), EDC (0.233 g, 1.214 mmol), and DMAP (0.099 g, 0.809 mmol) in DCM (25 ml) was stirred at room temperature for 3 days. The mixture was diluted with DCM and washed with aqueous 5% NaHCO3 and with sat. NH4Cl; the organic phase w...